Task: describe an organic reaction: reactants, conditions, products, and yield. Dataset: the Open Reaction Database (ORD), a public repository of structured organic reaction records Reactants: CCOC(=O)C(Cc1ccc(O)cc1)Oc1ccc(Cl)cc1, CC(C)(C)OC(=O)NCCO, c1ccc(P(c2ccccc2)c2ccccc2)cc1. Product: CCOC(=O)C(Cc1ccc(OCCNC(=O)OC(C)(C)C)cc1)Oc1ccc(Cl)cc1. As a reaction SMILES: [Cl:1][c:2]1[cH:3][cH:4][c:5]([O:6][CH:7]([C:8](=[O:9])[O:10][CH2:11][CH3:12])[CH2:13][c:14]2[cH:15][cH:16][c:17]([OH:20])[cH:18][cH:19]2)[cH:21][cH:22]1.[OH:23][CH2:24][CH2:25][NH:26][C:27]([O:28][C:29]([CH3:30])([CH3:31])[CH3:32])=[O:33].[c:34]1([P:35]([c:36]2[cH:37][cH:38][cH:39][cH:40][cH:41]2)[c:42]2[cH:43][cH:44][cH:45][cH:46][cH:47]2)[cH:48][cH:49][cH:50][cH:51][cH:52]1>>[Cl:1][c:2]1[cH:3][cH:4][c:5]([O:6][CH:7]([C:8](=[O:9])[O:10][CH2:11][CH3:12])[CH2:13][c:14]2[cH:15][cH:16][c:17]([O:20][CH2:24][CH2:25][NH:26][C:27]([O:28][C:29]([CH3:30])([CH3:31])[CH3:32])=[O:33])[cH:18][cH:19]2)[cH:21][cH:22]1.